Dataset: the Open Reaction Database (ORD), a public repository of structured organic reaction records. Task: describe an organic reaction: reactants, conditions, products, and yield Run in N1=CC=CC=C1 (pyridine). Run at time 8 hour. Product: ClCCCC(=O)NC1=C(C(=O)OCC)C=CC=C1 (ethyl 2-[(4-chlorobutanoyl)amino]benzoate). Reactants: NC1=C(C(=O)OCC)C=CC=C1 (ethyl 2-aminobenzoate), ClCCCC(=O)Cl (4-chlorobutanoyl chloride), O (water). RXN SMILES: [NH2:1][C:2]1[CH:12]=[CH:11][CH:10]=[CH:9][C:3]=1[C:4]([O:6][CH2:7][CH3:8])=[O:5].[Cl:13][CH2:14][CH2:15][CH2:16][C:17](Cl)=[O:18].O>N1C=CC=CC=1>[Cl:13][CH2:14][CH2:15][CH2:16][C:17]([NH:1][C:2]1[CH:12]=[CH:11][CH:10]=[CH:9][C:3]=1[C:4]([O:6][CH2:7][CH3:8])=[O:5])=[O:18]. Reported procedure: To a solution of ethyl 2-aminobenzoate (5 g) in pyridine (50 mL) was added 4-chlorobutanoyl chloride (3.6 mL) at 0° C., and the mixture was warmed to room temperature and stirred overnight. The reaction mixture was poured into water, and the mixture was partitioned twice with ethyl acetate. The organic layers were combined, and the mixture was washed with brine, and dried over anhydrous magnesium sulfate. The solvent was evaporated under reduced pressure. The residue was purified by silica gel c... The reactants are FC1=C(C(=O)O)C=CC(=C1)C1=NN=NN1 (2-fluoro-4-(1H-tetrazol-5-yl)-benzoic acid), CO (methanol). Run in S(=O)(Cl)Cl (thionyl chloride). Reaction conditions: temperature 25 celsius, time 12 hour. The product is COC(C1=C(C=C(C=C1)C1=NN=NN1)F)=O (2-Fluoro-4-(1H-tetrazol-5-yl)-benzoic acid methyl ester). Yield: 58.0%. RXN SMILES: [F:1][C:2]1[CH:10]=[C:9]([C:11]2[NH:15][N:14]=[N:13][N:12]=2)[CH:8]=[CH:7][C:3]=1[C:4]([OH:6])=[O:5].[CH3:16]O>S(Cl)(Cl)=O>[CH3:16][O:5][C:4](=[O:6])[C:3]1[CH:7]=[CH:8][C:9]([C:11]2[NH:15][N:14]=[N:13][N:12]=2)=[CH:10][C:2]=1[F:1]. Procedure: To a solution of 2-fluoro-4-(1H-tetrazol-5-yl)-benzoic acid (100 mg, 0.48 mmol) in methanol (5 ml), thionyl chloride (0.5 ml) was added at 0° C. and the reaction mixture was stirred at 25° C. for 12 h. The solvents were distilled off in vacuo, and the residue was purified by chromatography over silica gel (5% methanol/dichloromethane) to afford the title compound as a yellow solid (58%). MS (Turbo Spray): m/z=222.0 (M+H). Run at time 16 hour. As a reaction SMILES: [Cl:1][C:2]1[CH:3]=[CH:4][C:5]2[O:10][CH:9]([C:11](O)=[O:12])[O:8][C:7]([CH:20]3[CH2:25][CH2:24][CH2:23][CH2:22][CH2:21]3)([CH:14]3[CH2:19][CH2:18][CH2:17][CH2:16][CH2:15]3)[C:6]=2[CH:26]=1.C(N1C=CN=C1)([N:29]1C=CN=C1)=O.[NH4+].[OH-]>C1COCC1>[Cl:1][C:2]1[CH:3]=[CH:4][C:5]2[O:10][CH:9]([C:11]([NH2:29])=[O:12])[O:8][C:7]([CH:20]3[CH2:25][CH2:24][CH2:23][CH2:22][CH2:21]3)([CH:14]3[CH2:19][CH2:18][CH2:17][CH2:16][CH2:15]3)[C:6]=2[CH:26]=1 |f:2.3|. Procedure details: A solution of 4.8 g 6-chloro-4,4-dicyclohexyl-4H-benzo[1,3]dioxine-2-carboxylic acid and 2.44 g 1,1′-carbonyl diimidazole in 122 ml THF was stirred for 2 h at room temperature. Then 122 ml 25% aqueous NH4OH was added and the reaction mixture stirred for 16 h at room temperature. The precipitate was filtered, washed with cold water and dried over P2O5. Recrystallization from EtOAc yielded the desired product. Yield: 3.55 g. The product is ClC=1C=CC2=C(C(OC(O2)C(=O)N)(C2CCCCC2)C2CCCCC2)C1 (6-Chloro-4,4-dicyclohexyl-4H-benzo[1,3]dioxine-2-carboxylic amide). Reactants: ClC=1C=CC2=C(C(OC(O2)C(=O)O)(C2CCCCC2)C2CCCCC2)C1 (6-chloro-4,4-dicyclohexyl-4H-benzo[1,3]dioxine-2-carboxylic acid), C(=O)(N1C=NC=C1)N1C=NC=C1 (1,1′-carbonyl diimidazole), [NH4+].[OH-] (NH4OH). The solvent is C1CCOC1 (THF).